Dataset: the Open Reaction Database (ORD), a public repository of structured organic reaction records. Task: describe an organic reaction: reactants, conditions, products, and yield Reactants: CC1N(CCC1)CCCOC1=CC=C(C=C1)N1N=CC(=C1)NC(CCC(=O)O)=O (N-(1-{4-[3-(2-methylpyrrolidin-1-yl)propoxy]phenyl}-1H-pyrazol-4-yl)succinamic acid). Solvent: C(C)(=O)OC(C)=O (acetic anhydride), C([O-])(O)=O.[Na+] (sodium bicarbonate). Product: CC1N(CCC1)CCCOC1=CC=C(C=C1)N1N=CC(=C1)N1C(CCC1=O)=O (1-(1-{4-[3-(2-methylpyrrolidin-1-yl)propoxy]phenyl}-1H-pyrazol-4-yl)pyrrolidine-2,5-dione). RXN SMILES: [CH3:1][CH:2]1[CH2:6][CH2:5][CH2:4][N:3]1[CH2:7][CH2:8][CH2:9][O:10][C:11]1[CH:16]=[CH:15][C:14]([N:17]2[CH:21]=[C:20]([NH:22][C:23](=[O:29])[CH2:24][CH2:25][C:26]([OH:28])=O)[CH:19]=[N:18]2)=[CH:13][CH:12]=1>C(OC(=O)C)(=O)C.C(=O)(O)[O-].[Na+]>[CH3:1][CH:2]1[CH2:6][CH2:5][CH2:4][N:3]1[CH2:7][CH2:8][CH2:9][O:10][C:11]1[CH:16]=[CH:15][C:14]([N:17]2[CH:21]=[C:20]([N:22]3[C:26](=[O:28])[CH2:25][CH2:24][C:23]3=[O:29])[CH:19]=[N:18]2)=[CH:13][CH:12]=1 |f:2.3|. Reported procedure: A solution of 1-{4-[3-(2-methylpyrrolidin-1-yl)propoxy]phenyl}-1H-pyrazol-4-ylamine obtained in the same manner as shown in Example 29-(1) (0.186 g) and succinic anhydride (0.074 g) in toluene (12 mL) was stirred under heating at reflux for 4 hours. The reaction mixture was cooled in an ice bath, and the precipitated crystal was collected by filtration and washed with toluene to give N-(1-{4-[3-(2-methylpyrrolidin-1-yl)propoxy]phenyl}-1H-pyrazol-4-yl)succinamic acid (0.191 g) as a colorless powd... Reaction SMILES: [C:1]([C:4]1[CH:27]=[CH:26][C:7]([O:8][CH2:9][C:10]2[CH:15]=[CH:14][C:13]([CH:16](O)[C:17]3[CH:18]=[C:19]([CH:22]=[CH:23][CH:24]=3)[C:20]#[N:21])=[CH:12][CH:11]=2)=[C:6]([C:28]([F:31])([F:30])[F:29])[C:5]=1[OH:32])(=[O:3])[CH3:2].[SiH](CC)(CC)CC.B(F)(F)F>C(Cl)Cl>[C:1]([C:4]1[CH:27]=[CH:26][C:7]([O:8][CH2:9][C:10]2[CH:15]=[CH:14][C:13]([CH2:16][C:17]3[CH:18]=[C:19]([CH:22]=[CH:23][CH:24]=3)[C:20]#[N:21])=[CH:12][CH:11]=2)=[C:6]([C:28]([F:30])([F:31])[F:29])[C:5]=1[OH:32])(=[O:3])[CH3:2]. Reactants: C(C)(=O)C1=C(C(=C(OCC2=CC=C(C=C2)C(C=2C=C(C#N)C=CC2)O)C=C1)C(F)(F)F)O (3-{[4-(4-acetyl-3-hydroxy-2-trifluoromethyl-phenoxymethyl)-phenyl]-hydroxy-methyl}-benzonitrile), [SiH](CC)(CC)CC (Et3SiH), B(F)(F)F (BF3). Reaction conditions: time 2 hour. The solvent is C(Cl)Cl (CH2Cl2). Procedure details: To 3-{[4-(4-acetyl-3-hydroxy-2-trifluoromethyl-phenoxymethyl)-phenyl]-hydroxy-methyl}-benzonitrile (211 mg, 0.48 mmol) in anhydrous CH2Cl2 (5 mL) at room temperature under Ar is added Et3SiH (0.61 mL, 3.8 mmol) and BF3.ether complex (0.12 mL, 0.96 mmol). The reaction mixture is stirred at room temperature for 2 h and quenched into saturated aqueous NH4Cl (20 mL). The aqueous mixture is extracted with CH2Cl2 (3×25 mL). The organic layers are combined, washed with brine, dried over sodium sulfates... Yields the product C(C)(=O)C1=C(C(=C(OCC2=CC=C(CC=3C=C(C#N)C=CC3)C=C2)C=C1)C(F)(F)F)O (3-[4-(4-acetyl-3-hydroxy-2-trifluoromethyl-phenoxymethyl)-benzyl]-benzonitrile). Isolated yield 52.9%. Reactants: OC(C1=CC=C(C=C1)NC(=O)C=1CCOC2=C(C1)C=C(C=C2)C2=CC=C(C=C2)C)C2=NC=CC=C2OC (N-[4-[hydroxy-(3-methoxypyridin-2-yl)methyl]phenyl]-7-(4-methylphenyl)-2,3-dihydro-1-benzoxepine-4-carboxamide), ClC1=CC(=CC=C1)C(=O)OO (3-chloroperbenzoic acid), S(=S)(=O)([O-])[O-].[Na+].[Na+] (sodium thiosulfate). Run in O1CCCC1 (tetrahydrofuran). Run at time 64 hour. The product is OC(C1=CC=C(C=C1)NC(=O)C=1CCOC2=C(C1)C=C(C=C2)C2=CC=C(C=C2)C)C2=[N+](C=CC=C2OC)[O-] (N-[4-[hydroxy(3-methoxy-1-oxidopyridin-2-yl)methyl]phenyl]-7-(4-methylphenyl)-2,3-dihydro-1-benzoxepine-4-carboxamide). The yield is 46.5%. Reaction SMILES: [OH:1][CH:2]([C:30]1[C:35]([O:36][CH3:37])=[CH:34][CH:33]=[CH:32][N:31]=1)[C:3]1[CH:8]=[CH:7][C:6]([NH:9][C:10]([C:12]2[CH2:13][CH2:14][O:15][C:16]3[CH:22]=[CH:21][C:20]([C:23]4[CH:28]=[CH:27][C:26]([CH3:29])=[CH:25][CH:24]=4)=[CH:19][C:17]=3[CH:18]=2)=[O:11])=[CH:5][CH:4]=1.ClC1C=CC=C(C(OO)=[O:46])C=1.S([O-])([O-])(=O)=S.[Na+].[Na+]>O1CCCC1>[OH:1][CH:2]([C:30]1[C:35]([O:36][CH3:37])=[CH:34][CH:33]=[CH:32][N+:31]=1[O-:46])[C:3]1[CH:8]=[CH:7][C:6]([NH:9][C:10]([C:12]2[CH2:13][CH2:14][O:15][C:16]3[CH:22]=[CH:21][C:20]([C:23]4[CH:28]=[CH:27][C:26]([CH3:29])=[CH:25][CH:24]=4)=[CH:19][C:17]=3[CH:18]=2)=[O:11])=[CH:5][CH:4]=1 |f:2.3.4|. Procedure: To a solution of N-[4-[hydroxy-(3-methoxypyridin-2-yl)methyl]phenyl]-7-(4-methylphenyl)-2,3-dihydro-1-benzoxepine-4-carboxamide (350mg) in tetrahydrofuran (30 ml) was added 3-chloroperbenzoic acid (70%, 0.26 g) at 0° C., and the mixture was stirred at room temperature for 64 hours. To the mixture was added sodium thiosulfate, and the mixture was stirred for a few minutes and extracted with ethyl acetate. The organic layer was washed with saturated sodium bicarbonate solution and saturated sodium... Starting materials: C(C)(=O)OC1C(NC2=C(C(=N1)C1=CC=CC=C1)C=C(C=C2)Cl)=O (3-acetoxy-7-chloro-5-phenyl-1,3-dihydro-2H-1,4-benzodiazepine-one), OC1=CC=C(CCO)C=C1 (4-hydroxyphenethylalcohol). Run in CN(C=O)C (N,N-dimethylformamide). Run at time 18 hour. The product is ClC=1C=CC2=C(C(=NC(C(N2)=O)OCCC2=CC=C(C=C2)O)C2=CC=CC=C2)C1 (7-Chloro-3-[2-(4-hydroxyphenyl)ethoxy)-5-Phenyl-1,3-dihydro-2H-1,4-benzodiazepine-2-one). Yield: 76.4%. As a reaction SMILES: C([O:4][CH:5]1[N:11]=[C:10]([C:12]2[CH:17]=[CH:16][CH:15]=[CH:14][CH:13]=2)[C:9]2[CH:18]=[C:19]([Cl:22])[CH:20]=[CH:21][C:8]=2[NH:7][C:6]1=[O:23])(=O)C.[OH:24][C:25]1[CH:33]=[CH:32][C:28]([CH2:29][CH2:30]O)=[CH:27][CH:26]=1>CN(C)C=O>[Cl:22][C:19]1[CH:20]=[CH:21][C:8]2[NH:7][C:6](=[O:23])[CH:5]([O:4][CH2:30][CH2:29][C:28]3[CH:32]=[CH:33][C:25]([OH:24])=[CH:26][CH:27]=3)[N:11]=[C:10]([C:12]3[CH:13]=[CH:14][CH:15]=[CH:16][CH:17]=3)[C:9]=2[CH:18]=1. Reported procedure: A solution of 10.0 grams (0.0309 mol) of 3-acetoxy-7-chloro-5-phenyl-1,3-dihydro-2H-1,4-benzodiazepine-one and 11.0 grams (0.080 mol) of 4-hydroxyphenethylalcohol (Aldrich) in 50 ml. dry N,N-dimethylformamide was stirred in an ice bath and hydrogen chloride gas was bubbled into the solution for 5-10 minutes. After standing at room temperature for 18 hours, the reaction mixture was poured onto ice and the pH adjusted to 7.5 with ammonium hydroxide. The mixture was filtered and the gummy precipita... The reactants are [OH-].[Na+] (sodium hydroxide), S(O)(O)(=O)=O (sulphuric acid), C(C)(=O)O (acetic acid), BrC1=C(C(=C(C(=O)O)C=C1)N(S(=O)(=O)C)CC)OCC (4-bromo-3-ethoxy-2-(N-ethyl-N-methylsulphonylamino)benzoic acid). The solvent is O (water). Run at time 3 day. Product: BrC1=C(C(=C(C(=O)O)C=C1)NCC)OCC (4-bromo-2-ethylamino-3-ethoxybenzoic acid). The yield is 68.5%. RXN SMILES: S(=O)(=O)(O)O.C(O)(=O)C.[Br:10][C:11]1[CH:19]=[CH:18][C:14]([C:15]([OH:17])=[O:16])=[C:13]([N:20]([CH2:25][CH3:26])S(C)(=O)=O)[C:12]=1[O:27][CH2:28][CH3:29].[OH-].[Na+]>O>[Br:10][C:11]1[CH:19]=[CH:18][C:14]([C:15]([OH:17])=[O:16])=[C:13]([NH:20][CH2:25][CH3:26])[C:12]=1[O:27][CH2:28][CH3:29] |f:3.4|. Procedure details: A mixture of concentrated sulphuric acid (128 ml) and acetic acid (192 ml) was added with stirring to 4-bromo-3-ethoxy-2-(N-ethyl-N-methylsulphonylamino)benzoic acid (8.8 g) at 85° C. for 100 minutes and left to stand at ambient temperature for 3 days. After pouring onto excess water, the mixture was made neutral by the careful addition of sodium hydroxide solution with cooling, extracted with ethyl acetate, dried (anhydrous magnesium sulphate) and the solvent evaporated to give 4-bromo-2-ethyla... Starting materials: Cl (hydrochloric acid), C(C1=CC=CC=C1)OC1=C(C=CC=C1)CCC(C(=O)OCC)(C(=O)OCC)CCC (diethyl 2-(2-(2-benzyloxyphenyl)ethyl)-2-propylmalonate), [OH-].[K+] (potassium hydroxide). The solvent is C(C)O (Ethanol), C(C)O (ethanol), C(C)O (ethanol). Run at time 4 day. The product is C(C1=CC=CC=C1)OC1=C(C=CC=C1)CCC(C(=O)O)(CCC)C(=O)OCC (2-(2-(2-Benzyloxyphenyl)ethyl)-2-ethoxycarbonylpentanoic acid). Isolated yield 61.2%. As a reaction SMILES: [CH2:1]([O:8][C:9]1[CH:14]=[CH:13][CH:12]=[CH:11][C:10]=1[CH2:15][CH2:16][C:17]([CH2:28][CH2:29][CH3:30])([C:23]([O:25]CC)=[O:24])[C:18]([O:20][CH2:21][CH3:22])=[O:19])[C:2]1[CH:7]=[CH:6][CH:5]=[CH:4][CH:3]=1.[OH-].[K+].Cl>C(O)C>[CH2:1]([O:8][C:9]1[CH:14]=[CH:13][CH:12]=[CH:11][C:10]=1[CH2:15][CH2:16][C:17]([C:18]([O:20][CH2:21][CH3:22])=[O:19])([CH2:28][CH2:29][CH3:30])[C:23]([OH:25])=[O:24])[C:2]1[CH:3]=[CH:4][CH:5]=[CH:6][CH:7]=1 |f:1.2|. Procedure: To a solution of diethyl 2-(2-(2-benzyloxyphenyl)ethyl)-2-propylmalonate (10 g) in ethanol (50 ml), a solution of potassium hydroxide (1.9 g) in ethanol (180 ml) was added and the mixture was refluxed under heating for 6.5 hours. Ethanol (45 ml) was added thereto and the mixture was stirred at room temperature for 4 days. The reaction mixture was poured into a dilute hydrochloric acid and extracted with ethyl acetate. The organic layer was washed with a saturated brine and dried over sodium sulf...